From a dataset of the Open Reaction Database (ORD), a public repository of structured organic reaction records. describe an organic reaction: reactants, conditions, products, and yield Reported procedure: To a solution of [4-(diphenylmethoxy)-3-isobutylphenyl]methanol (0.49 g, 1.41 mmol), ethyl 3-(2-fluoro-4-{[(2-nitrophenyl)sulfonyl]amino}phenyl)propanoate (0.62 g, 1.56 mmol) and triphenylphosphine (0.55 g, 2.10 mmol) in tetrahydrofuran (25 mL) was added diethyl azodicarboxylate (40% toluene solution, 0.93 mL, 2.13 mmol) at room temperature, and the mixture was stirred at room temperature for 18 hr. The reaction mixture was concentrated, and the residue was subjected to silica gel column chromat... Run at time 18 hour. Reaction SMILES: [C:1]1([CH:7]([C:21]2[CH:26]=[CH:25][CH:24]=[CH:23][CH:22]=2)[O:8][C:9]2[CH:14]=[CH:13][C:12]([CH2:15]O)=[CH:11][C:10]=2[CH2:17][CH:18]([CH3:20])[CH3:19])[CH:6]=[CH:5][CH:4]=[CH:3][CH:2]=1.[F:27][C:28]1[CH:33]=[C:32]([NH:34][S:35]([C:38]2[CH:43]=[CH:42][CH:41]=[CH:40][C:39]=2[N+:44]([O-:46])=[O:45])(=[O:37])=[O:36])[CH:31]=[CH:30][C:29]=1[CH2:47][CH2:48][C:49]([O:51][CH2:52][CH3:53])=[O:50].C1(P(C2C=CC=CC=2)C2C=CC=CC=2)C=CC=CC=1.N(C(OCC)=O)=NC(OCC)=O>O1CCCC1>[C:1]1([CH:7]([C:21]2[CH:26]=[CH:25][CH:24]=[CH:23][CH:22]=2)[O:8][C:9]2[CH:14]=[CH:13][C:12]([CH2:15][N:34]([S:35]([C:38]3[CH:43]=[CH:42][CH:41]=[CH:40][C:39]=3[N+:44]([O-:46])=[O:45])(=[O:36])=[O:37])[C:32]3[CH:31]=[CH:30][C:29]([CH2:47][CH2:48][C:49]([O:51][CH2:52][CH3:53])=[O:50])=[C:28]([F:27])[CH:33]=3)=[CH:11][C:10]=2[CH2:17][CH:18]([CH3:20])[CH3:19])[CH:6]=[CH:5][CH:4]=[CH:3][CH:2]=1. Product: C1(=CC=CC=C1)C(OC1=C(C=C(CN(C2=CC(=C(C=C2)CCC(=O)OCC)F)S(=O)(=O)C2=C(C=CC=C2)[N+](=O)[O-])C=C1)CC(C)C)C1=CC=CC=C1 (ethyl 3-(4-{[4-(diphenylmethoxy)-3-isobutylbenzyl][(2-nitrophenyl)sulfonyl]amino}-2-fluorophenyl)propanoate). The yield is 78.3%. The reactants are C1(=CC=CC=C1)C(OC1=C(C=C(C=C1)CO)CC(C)C)C1=CC=CC=C1 ([4-(diphenylmethoxy)-3-isobutylphenyl]methanol), FC1=C(C=CC(=C1)NS(=O)(=O)C1=C(C=CC=C1)[N+](=O)[O-])CCC(=O)OCC (ethyl 3-(2-fluoro-4-{[(2-nitrophenyl)sulfonyl]amino}phenyl)propanoate), C1(=CC=CC=C1)P(C1=CC=CC=C1)C1=CC=CC=C1 (triphenylphosphine), N(=NC(=O)OCC)C(=O)OCC (diethyl azodicarboxylate). The solvent is O1CCCC1 (tetrahydrofuran). The reactants are C1=CC(=CC=C1N2C=C(C3=C2C=CC(=C3)Cl)C4CCN(CC4)CCN5CCNC5=O)F (sertindole), ClC=1C=C2C(=CN(C2=CC1)C1=CC=C(C=C1)F)C=1CCNCC1 (5-chloro-1-(4-fluorophenyl)-3-(1,2,3,6-tetrahydropyridin-4-yl)indole), ClC=1C=C2C=CN(C2=CC1)C1=CC=C(C=C1)F (5-chloro-1-(4-fluorophenyl)indole), N1CCC(CC1)=O (4-piperidone). The solvent is FC(C(=O)O)(F)F (trifluoroacetic acid), C(C)(=O)O (acetic acid). Product: ClC=1C=C2C(=CN(C2=CC1)C1=CC=C(C=C1)F)C1CCNCC1 (5-chloro-1-(4-fluorophenyl)-3-(piperidin-4-yl)indole). RXN SMILES: [CH:1]1[C:6]([N:7]2[C:11]3[CH:12]=[CH:13][C:14]([Cl:16])=[CH:15][C:10]=3[C:9]([CH:17]3[CH2:22][CH2:21][N:20](CCN4C(=O)NCC4)[CH2:19][CH2:18]3)=[CH:8]2)=[CH:5][CH:4]=[C:3]([F:31])[CH:2]=1.ClC1C=C2C(=CC=1)N(C1C=CC(F)=CC=1)C=C2.N1CCC(=O)CC1.ClC1C=C2C(=CC=1)N(C1C=CC(F)=CC=1)C=C2C1CCNCC=1>FC(F)(F)C(O)=O.C(O)(=O)C>[Cl:16][C:14]1[CH:15]=[C:10]2[C:11](=[CH:12][CH:13]=1)[N:7]([C:6]1[CH:5]=[CH:4][C:3]([F:31])=[CH:2][CH:1]=1)[CH:8]=[C:9]2[CH:17]1[CH2:22][CH2:21][NH:20][CH2:19][CH2:18]1. Reported procedure: Perregaard et al., J Med. Chem, 1992, 35, 1092-1101, disclosed a new method of preparing sertindole. This method comprises reaction of the intermediate 5-chloro-1-(4-fluorophenyl)indole with 4-piperidone in a mixture of trifluoroacetic acid and acetic acid, reduction of the resulting 5-chloro-1-(4-fluorophenyl)-3-(1,2,3,6-tetrahydropyridin-4-yl)indole in order to obtain 5-chloro-1-(4-fluorophenyl)-3-(piperidin-4-yl)indole which in turn is reacted with 1-(2-chloroethyl)-2-imidazolidinon in the pr... Reactants: BrC1=NC2=NC(=CC=C2C=C1)Br (2,7-dibromo-1,8-naphthyridine), CC1(OB(OC1(C)C)C=1C=C(C=C(C(=O)OCC)C1)C(=O)OCC)C (diethyl 5-(4,4,5,5-tetramethyl-1,3,2-dioxaborolan-2-yl)isophthalate), [F-].[Cs+] (CsF). Yield: 70.0%. Procedure: To a 250 mL Schlenk flask, 2,7-dibromo-1,8-naphthyridine (2.00 g, 6.94 mmol), diethyl 5-(4,4,5,5-tetramethyl-1,3,2-dioxaborolan-2-yl)isophthalate (6.06 g, 17.40 mmol, this compound was synthesized according to literature method: J. Natera, L. Otero, L. Sereno, F. Fungo, N.-S. Wang, Y.-M. Tsai, T.-Y. Hwu, K.-T. Wong, Macromolecules 2007, 40, 4456-4463), CsF (4.00 g) and Pd(PPh3)4 (200 mg) were added. The flask was connected to a Schlenk line and evacuated of air then refilled with nitrogen. 140 m... Yields the product N1=C(C=CC2=CC=C(N=C12)C=1C=C(C=C(C(=O)OCC)C1)C(=O)OCC)C=1C=C(C=C(C(=O)OCC)C1)C(=O)OCC (Tetraethyl 5,5′-(1,8-naphthyridine-2,7-diyl)diisophthalate). RXN SMILES: Br[C:2]1[CH:11]=[CH:10][C:9]2[C:4](=[N:5][C:6](Br)=[CH:7][CH:8]=2)[N:3]=1.CC1(C)C(C)(C)OB([C:21]2[CH:22]=[C:23]([C:32]([O:34][CH2:35][CH3:36])=[O:33])[CH:24]=[C:25]([CH:31]=2)[C:26]([O:28][CH2:29][CH3:30])=[O:27])O1.[F-].[Cs+]>C1C=CC([P]([Pd]([P](C2C=CC=CC=2)(C2C=CC=CC=2)C2C=CC=CC=2)([P](C2C=CC=CC=2)(C2C=CC=CC=2)C2C=CC=CC=2)[P](C2C=CC=CC=2)(C2C=CC=CC=2)C2C=CC=CC=2)(C2C=CC=CC=2)C2C=CC=CC=2)=CC=1>[N:3]1[C:4]2[C:9](=[CH:8][CH:7]=[C:6]([C:21]3[CH:31]=[C:25]([C:26]([O:28][CH2:29][CH3:30])=[O:27])[CH:24]=[C:23]([CH:22]=3)[C:32]([O:34][CH2:35][CH3:36])=[O:33])[N:5]=2)[CH:10]=[CH:11][C:2]=1[C:21]1[CH:31]=[C:25]([C:26]([O:28][CH2:29][CH3:30])=[O:27])[CH:24]=[C:23]([CH:22]=1)[C:32]([O:34][CH2:35][CH3:36])=[O:33] |f:2.3,^1:43,45,64,83|. Reagents/catalysts: C=1C=CC(=CC1)[P](C=2C=CC=CC2)(C=3C=CC=CC3)[Pd]([P](C=4C=CC=CC4)(C=5C=CC=CC5)C=6C=CC=CC6)([P](C=7C=CC=CC7)(C=8C=CC=CC8)C=9C=CC=CC9)[P](C=1C=CC=CC1)(C=1C=CC=CC1)C=1C=CC=CC1 (Pd(PPh3)4). The reactants are COC(CN1N=CC(=C1)CO)=O ((4-Hydroxymethyl-pyrazol-1-yl)-acetic acid methyl ester), ClCCCl (1,2-dichloroethane). The solvent is S(=O)(Cl)Cl (thionylchloride). Yields the product COC(CN1N=CC(=C1)CCl)=O ((4-Chloromethyl-pyrazol-1-yl)-acetic acid methyl ester). Isolated yield 36.0%. RXN SMILES: [CH3:1][O:2][C:3](=[O:12])[CH2:4][N:5]1[CH:9]=[C:8]([CH2:10]O)[CH:7]=[N:6]1.[Cl:13]CCCl>S(Cl)(Cl)=O>[CH3:1][O:2][C:3](=[O:12])[CH2:4][N:5]1[CH:9]=[C:8]([CH2:10][Cl:13])[CH:7]=[N:6]1. Procedure: (4-Hydroxymethyl-pyrazol-1-yl)-acetic acid methyl ester (194 mg) was dissolved in 1,2-dichloroethane (2 mL) and thionylchloride (0.7 mL). The solution was refluxed for 2.5 hours. The reaction was cooled and concentrated in vacuo. The residue was poured into ice/water and basified with sat. Na2CO3 to pH 11. The aqueous phase was then extracted with ethyl acetate and the organic layer was washed with brine, dried over Na2SO4, filtered and the solvent was evaporated. The residue was purified by fla... Starting materials: [H-].[Na+] (sodium hydride), polyamide, C1(CCCCCCCCCCCN1)=O (laurolactam). Run at time 120 minute. Product: C1(CCCCCCCN1)=O (caprylolactam). As a reaction SMILES: [H-].[Na+].[C:3]1(=[O:16])[NH:15][CH2:14][CH2:13][CH2:12][CH2:11][CH2:10][CH2:9][CH2:8]CCCC1>>[C:3]1(=[O:16])[NH:15][CH2:14][CH2:13][CH2:12][CH2:11][CH2:10][CH2:9][CH2:8]1 |f:0.1|. Reported procedure: 0.3 mol % of sodium hydride and 0.3 mol % of the co-catalyst according to the Example 15 were dissolved in molten laurolactam. After 120 minutes at 160°C the polymerizate contained almost the equilibrium amount of the polyamide. Similar result was obtained with caprylolactam. As a reaction SMILES: S([O-])(O[O-])(=O)=[O:2].[K+].[K+].[CH:9]([O:12][C:13]1[N:18]=[CH:17][C:16](B2OC(C)(C)C(C)(C)O2)=[CH:15][N:14]=1)([CH3:11])[CH3:10]>CC(C)=O.C(OCC)C>[CH:9]([O:12][C:13]1[N:18]=[CH:17][C:16]([OH:2])=[CH:15][N:14]=1)([CH3:11])[CH3:10] |f:0.1.2|. Yield: 34.3%. The reactants are S(=O)(=O)(O[O-])[O-].[K+].[K+] (potassium peroxymonosulfate), C(C)(C)OC1=NC=C(C=N1)B1OC(C(O1)(C)C)(C)C (2-isopropoxy-5-(4,4,5,5-tetramethyl-1,3,2-dioxaborolan-2-yl)pyrimidine). Product: C(C)(C)OC1=NC=C(C=N1)O (2-Isopropoxypyrimidin-5-ol). Solvent: CC(=O)C (acetone), C(C)OCC (diethyl ether). Reported procedure: An aqueous solution (5 mL) of potassium peroxymonosulfate (1.40 g, 2.27 mmol) was added dropwise to a solution of 2-isopropoxy-5-(4,4,5,5-tetramethyl-1,3,2-dioxaborolan-2-yl)pyrimidine (Preparation 100, 500 mg, 1.89 mmol) in acetone (5 ml) under a nitrogen atmosphere at 0° C. The mixture was stirred at room temperature for 2 hours, then filtered, the filtrate diluted with water (30 mL) and extracted with EtOAc (1×20 mL). The organic layer was washed with brine (2×20 mL), dried over sodium sulfat... Run at time 2 hour. Reported procedure: 55.23 g (0.199 mol) of methyl 2-chloro-3-formyl-4-methylsulfonylbenzoate are suspended in 400 ml of methanol/100 ml of water and treated with 15.27 g (0.219 mol) of hydroxylammonium chloride. 11.56 g (0.11 mol) of sodium carbonate—dissolved in 100 ml of water—are then slowly added dropwise at room temperature. After stirring at room temperature for 4 hours, the methanol is removed in a rotary evaporator, the residue is diluted with water and the mixture is extracted three times with dichlormetha... The yield is 96.6%. Run in CO (methanol), O (water), O (water). RXN SMILES: [Cl:1][C:2]1[C:11]([CH:12]=O)=[C:10]([S:14]([CH3:17])(=[O:16])=[O:15])[CH:9]=[CH:8][C:3]=1[C:4]([O:6][CH3:7])=[O:5].[Cl-].[OH:19][NH3+:20].C(=O)([O-])[O-].[Na+].[Na+]>CO.O>[Cl:1][C:2]1[C:11]([CH:12]=[N:20][OH:19])=[C:10]([S:14]([CH3:17])(=[O:16])=[O:15])[CH:9]=[CH:8][C:3]=1[C:4]([O:6][CH3:7])=[O:5] |f:1.2,3.4.5|. Yields the product ClC1=C(C(=O)OC)C=CC(=C1C=NO)S(=O)(=O)C (methyl 2-chloro-3 hydroximinomethyl-4-methylsulfonylbenzoate). Starting materials: ClC1=C(C(=O)OC)C=CC(=C1C=O)S(=O)(=O)C (methyl 2-chloro-3-formyl-4-methylsulfonylbenzoate), [Cl-].O[NH3+] (hydroxylammonium chloride), C([O-])([O-])=O.[Na+].[Na+] (sodium carbonate). Reaction conditions: time 4 hour. Reaction SMILES: [Cl:1][c:2]1[c:3]([C:35]([F:36])([F:37])[F:38])[cH:4][c:5]([NH:8][C:9]([CH2:10][CH2:11][c:12]2[cH:13][c:14]([O:15][c:16]3[cH:17][c:18]([CH2:22][NH:23][C:24](=[O:25])[O:26][C:27]([CH3:28])([CH3:29])[CH3:30])[n:19][cH:20][cH:21]3)[cH:31][cH:32][cH:33]2)=[O:34])[cH:6][cH:7]1.[Cl:46][CH2:47][Cl:48].[F:39][C:40]([F:41])([F:42])[C:43]([OH:44])=[O:45]>>[Cl:1][c:2]1[c:3]([C:35]([F:36])([F:37])[F:38])[cH:4][c:5]([NH:8][C:9]([CH2:10][CH2:11][c:12]2[cH:13][c:14]([O:15][c:16]3[cH:17][c:18]([CH2:22][NH2:23])[n:19][cH:20][cH:21]3)[cH:31][cH:32][cH:33]2)=[O:34])[cH:6][cH:7]1. The product is NCc1cc(Oc2cccc(CCC(=O)Nc3ccc(Cl)c(C(F)(F)F)c3)c2)ccn1. Starting materials: CC(C)(C)OC(=O)NCc1cc(Oc2cccc(CCC(=O)Nc3ccc(Cl)c(C(F)(F)F)c3)c2)ccn1, ClCCl, O=C(O)C(F)(F)F. The reactants are NC=1C(=CC(=NC1C#N)C1=CC(=C(OCCN(C(OC(C)(C)C)=O)C)C=C1)C(F)(F)F)NC (tert-Butyl 2-(4-(5-amino-6-cyano-4-(methylamino)pyridin-2-yl)-2-(trifluoro-methyl)phenoxy)ethyl(methyl)carbamate), Cl (Hydrochloric Acid), N(=O)[O-].[Na+] (Sodium nitrite). Run in O1CCOCC1 (Dioxane), O (Water). Conditions: time 1 hour. Yields the product C(#N)C1=NC(=CC2=C1N=NN2C)C2=CC(=C(OCCN(C(OC(C)(C)C)=O)C)C=C2)C(F)(F)F (tert-butyl 2-(4-(4-cyano-1-methyl-1H-[1,2,3]triazolo[4,5-c]pyridin-6-yl)-2-(trifluoromethyl)phenoxy)ethyl(methyl)carbamate). As a reaction SMILES: [NH2:1][C:2]1[C:3]([NH:32][CH3:33])=[CH:4][C:5]([C:10]2[CH:27]=[CH:26][C:13]([O:14][CH2:15][CH2:16][N:17]([CH3:25])[C:18](=[O:24])[O:19][C:20]([CH3:23])([CH3:22])[CH3:21])=[C:12]([C:28]([F:31])([F:30])[F:29])[CH:11]=2)=[N:6][C:7]=1[C:8]#[N:9].Cl.[N:35]([O-])=O.[Na+]>O1CCOCC1.O>[C:8]([C:7]1[C:2]2[N:1]=[N:35][N:32]([CH3:33])[C:3]=2[CH:4]=[C:5]([C:10]2[CH:27]=[CH:26][C:13]([O:14][CH2:15][CH2:16][N:17]([CH3:25])[C:18](=[O:24])[O:19][C:20]([CH3:22])([CH3:21])[CH3:23])=[C:12]([C:28]([F:29])([F:30])[F:31])[CH:11]=2)[N:6]=1)#[N:9] |f:2.3|. Reported procedure: tert-Butyl 2-(4-(5-amino-6-cyano-4-(methylamino)pyridin-2-yl)-2-(trifluoro-methyl)phenoxy)ethyl(methyl)carbamate (7.43 mmol, 3.46 g) was dissolved in 1M Hydrochloric Acid (14.87 mmol, 14.87 ml) and Dioxane (5 ml). Sodium nitrite (10.41 mmol, 0.718 g) in Water (5.00 ml) was added to the reaction mixture and it was stirred at room temperature for 1 hr. The acetonitrile was removed and the reaction taken up in dioxane/water. The reaction mixture was filtered and the solid washed with water to affor...